Task: describe an organic reaction: reactants, conditions, products, and yield. Dataset: the Open Reaction Database (ORD), a public repository of structured organic reaction records Starting materials: BrCC(=O)C=1C(=NC=C(C1)Br)O (2-bromo-1-(5-bromo-2-hydroxypyridin-3-yl)ethanone), NC1=NC=CC=C1 (2-aminopyridine). The solvent is CCO (EtOH). Product: BrC=1C=C(C(=NC1)O)C=1N=C2N(C=CC=C2)C1 (5-bromo-3-(imidazo[1,2-a]pyridin-2-yl)pyridin-2-ol). The yield is 67.6%. As a reaction SMILES: Br[CH2:2][C:3]([C:5]1[C:6]([OH:12])=[N:7][CH:8]=[C:9]([Br:11])[CH:10]=1)=O.[NH2:13][C:14]1[CH:19]=[CH:18][CH:17]=[CH:16][N:15]=1>CCO>[Br:11][C:9]1[CH:10]=[C:5]([C:3]2[N:13]=[C:14]3[CH:19]=[CH:18][CH:17]=[CH:16][N:15]3[CH:2]=2)[C:6]([OH:12])=[N:7][CH:8]=1. Reported procedure: A mixture of 2-bromo-1-(5-bromo-2-hydroxypyridin-3-yl)ethanone (300 mg, 1.02 mmol) and 2-aminopyridine (100 mg, 1.06 mmol) in EtOH (10 mL) was stirred at reflux overnight. The reaction mixture was cooled and filtered to provide 5-bromo-3-(imidazo[1,2-a]pyridin-2-yl)pyridin-2-ol (200 mg, yield: 67%). 1H-NMR (DMSO, 400 MHz) δ 12.75 (br s, 1H), 9.02 (s, 1H), 8.94 (d, J=6.8 Hz, 1H), 8.42 (d, J=2.8 Hz, 1H), 7.89˜7.96 (m, 3H), 7.45 (d, J=4.8 Hz, 1H). MS (M+H)+: 290/292.